From a dataset of the Open Reaction Database (ORD), a public repository of structured organic reaction records. describe an organic reaction: reactants, conditions, products, and yield Reactants: N[C@@H](CC1=CC=CC=C1)C(=O)NNC(=O)OC(C)(C)C (H-Phe-NHNH-BOC), C1=CC=C(C=C1)COC(=O)N[C@@H](CC(=O)N)C(=O)OC2=CC=C(C=C2)[N+](=O)[O-] (Z-Asn-ONP). The solvent is CN(C=O)C (dimethylformamide). Run at time 8 hour. Yields the product N([C@@H](CC(N)=O)C(=O)N[C@@H](CC1=CC=CC=C1)C(=O)NNC(=O)OC(C)(C)C)C(=O)OCC1=CC=CC=C1 (Z-Asn-Phe-NHNH-BOC). As a reaction SMILES: [NH2:1][C@H:2]([C:10]([NH:12][NH:13][C:14]([O:16][C:17]([CH3:20])([CH3:19])[CH3:18])=[O:15])=[O:11])[CH2:3][C:4]1[CH:9]=[CH:8][CH:7]=[CH:6][CH:5]=1.[CH:21]1[CH:26]=[CH:25][C:24]([CH2:27][O:28][C:29]([NH:31][C@H:32]([C:37](OC2C=CC([N+]([O-])=O)=CC=2)=[O:38])[CH2:33][C:34]([NH2:36])=[O:35])=[O:30])=[CH:23][CH:22]=1>CN(C)C=O>[NH:31]([C:29]([O:28][CH2:27][C:24]1[CH:25]=[CH:26][CH:21]=[CH:22][CH:23]=1)=[O:30])[C@H:32]([C:37]([NH:1][C@H:2]([C:10]([NH:12][NH:13][C:14]([O:16][C:17]([CH3:20])([CH3:19])[CH3:18])=[O:15])=[O:11])[CH2:3][C:4]1[CH:9]=[CH:8][CH:7]=[CH:6][CH:5]=1)=[O:38])[CH2:33][C:34](=[O:35])[NH2:36]. Procedure: 1.4 g of H-Phe-NHNH-BOC, 1.94 g of Z-Asn-ONP and 3 ml of dimethylformamide are stirred at room temperature until the mixture solidifies. After allowing to stand overnight, the material is triturated with ether, and the dipeptide derivative is filtered off and washed with ether until free of nitrophenol. The product begins to melt at 211°C with decomposition. Rf = 0.55 in chloroform-methanol (8:2) on silica gel. Starting materials: COc1ccccc1N1CCN(CCCO)CC1, O=CCCCNC(=O)c1ccccc1. Product: COc1ccccc1N1CCN(CCC=O)CC1. Reaction SMILES: [CH3:1][O:2][c:3]1[c:4]([N:9]2[CH2:10][CH2:11][N:12]([CH2:15][CH2:16][CH2:17][OH:18])[CH2:13][CH2:14]2)[cH:5][cH:6][cH:7][cH:8]1.[O:19]=[CH:20][CH2:21][CH2:22][CH2:23][NH:24][C:25](=[O:26])[c:27]1[cH:28][cH:29][cH:30][cH:31][cH:32]1>>[CH3:1][O:2][c:3]1[c:4]([N:9]2[CH2:10][CH2:11][N:12]([CH2:15][CH2:16][CH:17]=[O:18])[CH2:13][CH2:14]2)[cH:5][cH:6][cH:7][cH:8]1. Reactants: C(C)(C)(C)NC(=O)C1=CN(C2=NC=C(N=C21)C2=NN(C1=CC=C(C=C21)OC(F)F)CC(N2CCN(CC2)CC(F)(F)F)=O)COCC[Si](C)(C)C (N-tert-butyl-2-(5-(difluoromethoxy)-1-(2-oxo-2-(4-(2,2,2-trifluoroethyl)piperazin-1-yl)ethyl)-1H-indazol-3-yl)-5-((2-(trimethylsilyl)ethoxy)methyl)-5H-pyrrolo[2,3-b]pyrazine-7-carboxamide), FC(C(=O)O)(F)F (trifluoroacetic acid). Solvent: C(C)O (ethanol), ClCCl (dichloromethane). Conditions: temperature 25 celsius, time 96 hour. The product is C(C)(C)(C)NC(=O)C1=CNC2=NC=C(N=C21)C2=NN(C1=CC=C(C=C21)OC(F)F)CC(N2CCN(CC2)CC(F)(F)F)=O (N-tert-butyl-2-(5-(difluoromethoxy)-1-(2-oxo-2-(4-(2,2,2-trifluoroethyl)piperazin-1-yl)ethyl)-1H-indazol-3-yl)-5H-pyrrolo[2,3-b]pyrazine-7-carboxamide). The yield is 52.5%. As a reaction SMILES: [C:1]([NH:5][C:6]([C:8]1[C:16]2[C:11](=[N:12][CH:13]=[C:14]([C:17]3[C:25]4[C:20](=[CH:21][CH:22]=[C:23]([O:26][CH:27]([F:29])[F:28])[CH:24]=4)[N:19]([CH2:30][C:31](=[O:43])[N:32]4[CH2:37][CH2:36][N:35]([CH2:38][C:39]([F:42])([F:41])[F:40])[CH2:34][CH2:33]4)[N:18]=3)[N:15]=2)[N:10](COCC[Si](C)(C)C)[CH:9]=1)=[O:7])([CH3:4])([CH3:3])[CH3:2].FC(F)(F)C(O)=O>ClCCl.C(O)C>[C:1]([NH:5][C:6]([C:8]1[C:16]2[C:11](=[N:12][CH:13]=[C:14]([C:17]3[C:25]4[C:20](=[CH:21][CH:22]=[C:23]([O:26][CH:27]([F:28])[F:29])[CH:24]=4)[N:19]([CH2:30][C:31](=[O:43])[N:32]4[CH2:37][CH2:36][N:35]([CH2:38][C:39]([F:40])([F:41])[F:42])[CH2:34][CH2:33]4)[N:18]=3)[N:15]=2)[NH:10][CH:9]=1)=[O:7])([CH3:4])([CH3:2])[CH3:3]. Reported procedure: To a stirred solution of N-tert-butyl-2-(5-(difluoromethoxy)-1-(2-oxo-2-(4-(2,2,2-trifluoroethyl)piperazin-1-yl)ethyl)-1H-indazol-3-yl)-5-((2-(trimethylsilyl)ethoxy)methyl)-5H-pyrrolo[2,3-b]pyrazine-7-carboxamide (75.9 mg, 103 μmol) in dichloromethane (5 mL) under Ar, trifluoroacetic acid (744 mg, 0.50 mL, 6.52 mmol) was added at 25° C. After 96 h, the reaction was concentrated in vacuo and stirred in a mixture of dichloromethane/methanol/NH3OH (3:2:0.25, 5.25 mL) at 25° C. After 2.5 h, the mate... Reactants: ClCCC1CCCc2sccc21, Cl, [I-], [K+], [K+], [Na+], O=C([O-])[O-], CN(C)C=O, c1ccc(C2CCNCC2)cc1. Product: c1ccc(C2CCN(CCC3CCCc4sccc43)CC2)cc1. As a reaction SMILES: [Cl:1][CH2:2][CH2:3][CH:4]1[CH2:5][CH2:6][CH2:7][c:8]2[s:9][cH:10][cH:11][c:12]21.[ClH:13].[I-:32].[K+:26].[K+:27].[Na+:33].[O-:28][C:29]([O-:30])=[O:31].[O:34]=[CH:35][N:36]([CH3:37])[CH3:38].[c:14]1([CH:20]2[CH2:21][CH2:22][NH:23][CH2:24][CH2:25]2)[cH:15][cH:16][cH:17][cH:18][cH:19]1>>[CH2:2]([CH2:3][CH:4]1[CH2:5][CH2:6][CH2:7][c:8]2[s:9][cH:10][cH:11][c:12]21)[N:23]1[CH2:22][CH2:21][CH:20]([c:14]2[cH:15][cH:16][cH:17][cH:18][cH:19]2)[CH2:25][CH2:24]1.